This data is from the Open Reaction Database (ORD), a public repository of structured organic reaction records. The task is: describe an organic reaction: reactants, conditions, products, and yield Run in C(C)OCC (diethyl ether). As a reaction SMILES: [CH2:1]([C:7]1([CH2:24][CH2:25][CH2:26][CH2:27][CH2:28][CH3:29])[C:19]2[CH:18]=[C:17]3[CH:20]=[C:21]([CH3:23])[CH2:22][C:16]3=[CH:15][C:14]=2[C:13]2[C:8]1=[CH:9][CH:10]=[CH:11][CH:12]=2)[CH2:2][CH2:3][CH2:4][CH2:5][CH3:6].C([Li])CCC.C(N)(C)(C)C.[C:40]([NH:44][Si:45](C1C2C(=CC3C(CCCCCC)(CCCCCC)C4C(C=3C=2)=CC=CC=4)C=C1C)([CH3:47])[CH3:46])([CH3:43])([CH3:42])[CH3:41]>C(OCC)C>[C:40]([NH:44][Si:45]([CH:20]1[C:17]2=[CH:18][C:19]3[C:7]([CH2:1][CH2:2][CH2:3][CH2:4][CH2:5][CH3:6])([CH2:24][CH2:25][CH2:26][CH2:27][CH2:28][CH3:29])[C:8]4[C:13]([C:14]=3[CH:15]=[C:16]2[CH:22]=[C:21]1[CH3:23])=[CH:12][CH:11]=[CH:10][CH:9]=4)([CH3:47])[CH3:46])([CH3:43])([CH3:42])[CH3:41]. Run at time 12 hour. Procedure: In a 500 mL round flask, 9,9-dihexyl-2-methyl-3,9-dihydrocyclopenta[b]fluorene (40.0 g, 103.5 mmol) was dissolved in 320 mL of diethyl ether, and then the temperature was lowered to −78° C. Then, n-butyllithium (2.5 M hexane solution, 42 mL) was slowly injected thereinto, followed by stirring at room temperature for 12 hours. After volatile materials were removed by vacuum, 350 mL of n-hexane was added to the mixture to lower the reactor temperature to −78° C., followed by addition of dichlorodi... Yields the product mixture, C(C)(C)(C)N[Si](C)(C)C1C(=CC=2C1=CC=1C(C3=CC=CC=C3C1C2)(CCCCCC)CCCCCC)C (N-tert-butyl-1-(9,9-dihexyl-2-methyl-1,9-dihydrocylopenta[b]fluoren-1-yl)-1,1-dimethylsilanamine). The reactants are C(CCCCC)C1(C2=CC=CC=C2C=2C=C3C(=CC12)C=C(C3)C)CCCCCC (9,9-dihexyl-2-methyl-3,9-dihydrocyclopenta[b]fluorene), C(C)(C)(C)N[Si](C)(C)C1C(=CC2=CC=3C(C4=CC=CC=C4C3C=C21)(CCCCCC)CCCCCC)C (N-tert-butyl-1-(9,9-dihexyl-2-methyl-3,9-dihydrocylopenta[b]fluoren-3-yl)-1,1-dimethylsilanamine), C(C)(C)(C)N (tert-butylamine), C(CCC)[Li] (n-butyllithium). Yield: 88.9%. The reactants are Cc1ccccc1, Cc1ccccc1Oc1ccc(Cl)cc1C(=O)Cl, [Pd]. The product is Cc1ccccc1Oc1ccc(Cl)cc1C=O. As a reaction SMILES: [CH3:19][c:20]1[cH:21][cH:22][cH:23][cH:24][cH:25]1.[Cl:1][c:2]1[cH:3][cH:4][c:5]([O:11][c:12]2[c:13]([CH3:18])[cH:14][cH:15][cH:16][cH:17]2)[c:6]([C:7](=[O:8])[Cl:9])[cH:10]1.[Pd:26]>>[Cl:1][c:2]1[cH:3][cH:4][c:5]([O:11][c:12]2[c:13]([CH3:18])[cH:14][cH:15][cH:16][cH:17]2)[c:6]([CH:7]=[O:8])[cH:10]1. Reactants: CC([O-])=S, [K+], CN(C)C=O, Cc1ccc(S(=O)(=O)OC2CCOCC2)cc1. Yields the product CC(=O)SC1CCOCC1. Reaction SMILES: [C:1]([CH3:2])(=[S:3])[O-:4].[K+:5].[O:23]=[CH:24][N:25]([CH3:26])[CH3:27].[O:6]1[CH2:7][CH2:8][CH:9]([O:12][S:13]([c:14]2[cH:15][cH:16][c:17]([CH3:18])[cH:19][cH:20]2)(=[O:21])=[O:22])[CH2:10][CH2:11]1>>[C:1]([CH3:2])([S:3][CH:9]1[CH2:8][CH2:7][O:6][CH2:11][CH2:10]1)=[O:4]. Starting materials: CCCCCC.CCOC(=O)C (hexane EtOAc), C(C)(C)(C)OC(=O)NOCC1=CC=CC=C1 (N-(tert-Butoxycarbonyl )-O-benzylhydroxylamine), C(C)(C)(C)OC(=O)N(CCCCC(N(CCCCC#N)OCC1=CC=CC=C1)=O)OCC1=CC=CC=C1 (12-(tert-Butoxycarbonyl)-6,12-bis(benzyloxy)-7-oxo-6,12-diazadodecanenitrile), ( 6 ), [H-].[Na+] (NaH). Run in CN(C)C=O (DMF). Yields the product C(C)(C)(C)OC(=O)N(CCCCC(N(CCCCC(N(CCCCC#N)OCC1=CC=CC=C1)=O)OCC1=CC=CC=C1)=O)OCC1=CC=CC=C1 (18-(tert-Butoxycarbonyl)-6,12,18-tris(benzyloxy)-7,13-dioxo-6,12,18-triazaoctadecanenitrile). Isolated yield 74.0%. Reaction SMILES: [C:1]([O:5][C:6]([NH:8][O:9][CH2:10][C:11]1[CH:16]=[CH:15][CH:14]=[CH:13][CH:12]=1)=[O:7])([CH3:4])([CH3:3])[CH3:2].[H-].[Na+].C(O[C:24]([N:26]([O:48][CH2:49][C:50]1[CH:55]=[CH:54][CH:53]=[CH:52][CH:51]=1)[CH2:27][CH2:28][CH2:29][CH2:30][C:31](=[O:47])[N:32]([O:39][CH2:40][C:41]1[CH:46]=[CH:45][CH:44]=[CH:43][CH:42]=1)[CH2:33][CH2:34][CH2:35][CH2:36][C:37]#[N:38])=[O:25])(C)(C)C.[CH3:56][CH2:57][CH2:58][CH2:59]CC.CCOC(C)=O>CN(C=O)C>[C:1]([O:5][C:6]([N:8]([O:9][CH2:10][C:11]1[CH:16]=[CH:15][CH:14]=[CH:13][CH:12]=1)[CH2:56][CH2:57][CH2:58][CH2:59][C:24](=[O:25])[N:26]([O:48][CH2:49][C:50]1[CH:55]=[CH:54][CH:53]=[CH:52][CH:51]=1)[CH2:27][CH2:28][CH2:29][CH2:30][C:31](=[O:47])[N:32]([O:39][CH2:40][C:41]1[CH:42]=[CH:43][CH:44]=[CH:45][CH:46]=1)[CH2:33][CH2:34][CH2:35][CH2:36][C:37]#[N:38])=[O:7])([CH3:4])([CH3:2])[CH3:3] |f:1.2,4.5|. Reported procedure: N-(tert-Butoxycarbonyl )-O-benzylhydroxylamine (1.43 g, 6.40 mmol) was alkylated with (6) (3.00 g, 5.68 mmol) using NaH (80%, 0.19 g, 6.33 mmol) in DMF (100 mL), following the procedure used for (4). Column chromatography on silica gel with 4:1 hexane/EtOAc yielded 3.0 g (74%) of (7) as an oil: NMR δ 1.50 (s, 9 H), 1.40-1.85 (m, 12 H), 2.20-2.50 (m, 6 H), 3.27-3.70 (m, 6 H), 4.75 (s, 6 H), 7.33 (s, 15 H). Anal. (C41H54N4O7) C, H, N. The reactants are ICCCCCC (1-iodohexane), C(CC#C)(=O)O (3-butynoic acid), C(CCC)[Li] (n-butyl lithium), CCCCCC (hexane). Solvent: O1CCCC1 (THF), CN(P(N(C)C)(N(C)C)=O)C (hexamethyl phosphoric triamide), O1CCCC1 (tetrahydrofuran), O1CCCC1 (THF). Conditions: temperature 0 celsius, time 30 minute. Yields the product C(CC#CCCCCCC)(=O)O (3-decynoic acid). As a reaction SMILES: [C:1]([OH:6])(=[O:5])[CH2:2][C:3]#[CH:4].C([Li])CCC.[CH3:12][CH2:13][CH2:14][CH2:15][CH2:16][CH3:17].ICCCCCC>O1CCCC1.CN(C)P(=O)(N(C)C)N(C)C>[C:1]([OH:6])(=[O:5])[CH2:2][C:3]#[C:4][CH2:12][CH2:13][CH2:14][CH2:15][CH2:16][CH3:17]. Procedure: To 6.8 g (70 mmol) of 3-butynoic acid dissolved in 150 ml of 1:1 tetrahydrofuran (THF): hexamethyl phosphoric triamide (HMPA) and cooled to -20° C. is added via syringe a solution of n-butyl lithium in hexane (1.6N, 2 equiv). The mixture was allowed to warm to 0° C. The mixture is stirred for 30 minutes at this temperature and then 150 g (1.1 equiv) of 1-iodohexane is added dropwise as a solution in 20 ml of THF. The mixture is allowed to warm to room temperature and then is partitioned between ...